Dataset: the Open Reaction Database (ORD), a public repository of structured organic reaction records. Task: describe an organic reaction: reactants, conditions, products, and yield The reactants are P(=O)(OCC(COCCCCCCCCCCCCCCCCCC)OC(CC(=O)C)=O)(OCCCCCN1CCCC1)[O-] (2-(acetoacetyloxy)-3-(octadecyloxy)propyl 5-(pyrrolidino)pentyl phosphate), C(O)([O-])=O.[Na+] (sodium hydrogen-carbonate). The solvent is CC(=O)C (acetone). Conditions: temperature 50 celsius, time 13 hour. Product: P(=O)(OCC(COCCCCCCCCCCCCCCCCCC)OC(CC(=O)C)=O)(OCCCCC[N+]1(CCCC1)C)[O-] (2-(Acetoacetyloxy)-3-(octadecyloxy)propyl 5-(N-methylpyrrolidinio)pentyl phosphate). Yield: 46.0%. RXN SMILES: [P:1]([O-:44])([O:33][CH2:34][CH2:35][CH2:36][CH2:37][CH2:38][N:39]1[CH2:43][CH2:42][CH2:41][CH2:40]1)([O:3][CH2:4][CH:5]([O:26][C:27](=[O:32])[CH2:28][C:29]([CH3:31])=[O:30])[CH2:6][O:7][CH2:8][CH2:9][CH2:10][CH2:11][CH2:12][CH2:13][CH2:14][CH2:15][CH2:16][CH2:17][CH2:18][CH2:19][CH2:20][CH2:21][CH2:22][CH2:23][CH2:24][CH3:25])=[O:2].[C:45](=O)([O-])O.[Na+]>CC(C)=O>[P:1]([O-:44])([O:33][CH2:34][CH2:35][CH2:36][CH2:37][CH2:38][N+:39]1([CH3:45])[CH2:43][CH2:42][CH2:41][CH2:40]1)([O:3][CH2:4][CH:5]([O:26][C:27](=[O:32])[CH2:28][C:29]([CH3:31])=[O:30])[CH2:6][O:7][CH2:8][CH2:9][CH2:10][CH2:11][CH2:12][CH2:13][CH2:14][CH2:15][CH2:16][CH2:17][CH2:18][CH2:19][CH2:20][CH2:21][CH2:22][CH2:23][CH2:24][CH3:25])=[O:2] |f:1.2|. Procedure details: To 30 ml of acetone was dissolved 1.17 g (1.8 mmole) of 2-(acetoacetyloxy)-3-(octadecyloxy)propyl 5-(pyrrolidino)pentyl phosphate, and 820 mg (10 mmole) of sodium hydrogen-carbonate previously crushed in a mortar and 410 mg (2.2 mmole) of methyl para-tolanesulrte were added to the solution. The mixture was stirred at 50° C. for 13 hours and acetone was distilled off under reduced pressure. In 30 ml of water was dissolved the residue and the solution was adjusted to pH 4 with 2N HCl, followed by ... Starting materials: C1(CCCC1)OC([C@H](C1=CC=CC=C1)NS(=O)(=O)C1=CC=C(C=C1)[N+](=O)[O-])=O ((S)-(4-Nitro-benzenesulfonylamino)-phenyl-acetic acid cyclopentyl ester). Reagents/catalysts: [Pd] (Pd/C). The solvent is CCOC(=O)C (EtOAc). Reaction conditions: time 24 hour. The product is C1(CCCC1)OC([C@H](C1=CC=CC=C1)NS(=O)(=O)C1=CC=C(C=C1)N)=O ((S)-(4-Amino-benzenesulfonylamino)-phenyl-acetic acid cyclopentyl ester). Yield: 92.6%. RXN SMILES: [CH:1]1([O:6][C:7](=[O:28])[C@@H:8]([NH:15][S:16]([C:19]2[CH:24]=[CH:23][C:22]([N+:25]([O-])=O)=[CH:21][CH:20]=2)(=[O:18])=[O:17])[C:9]2[CH:14]=[CH:13][CH:12]=[CH:11][CH:10]=2)[CH2:5][CH2:4][CH2:3][CH2:2]1>CCOC(C)=O.[Pd]>[CH:1]1([O:6][C:7](=[O:28])[C@@H:8]([NH:15][S:16]([C:19]2[CH:20]=[CH:21][C:22]([NH2:25])=[CH:23][CH:24]=2)(=[O:17])=[O:18])[C:9]2[CH:14]=[CH:13][CH:12]=[CH:11][CH:10]=2)[CH2:2][CH2:3][CH2:4][CH2:5]1. Procedure: A mixture of (S)-(4-Nitro-benzenesulfonylamino)-phenyl-acetic acid cyclopentyl ester (5.29 g, 13.1 mmol) and 10% Pd/C (5.0 g) in EtOAc (350 ml) was hydrogenated under balloon pressure at room temperature for 24 h. The Pd/C catalyst was filtered off through a pad of celite. The filtrate was concentrated under reduced pressure to yield the required product (4.54 g, 92% yield). LCMS purity 100%, m/z 375 [M++H]+. Starting materials: Nitro, CCCCCC.CCOC(=O)C (Hexane EtOAc), [N+](=O)([O-])C1=CC=C(C=C1)C=CC1=CC=C(C=C1)C=1SC2=C(N1)C=CC(=C2)OC (2-{4-[2-(4-nitrophenyl)-vinyl]-phenyl}-6-methoxybenzothiazole), O.O.[Sn](Cl)Cl (tin (II) chloride dihydrate). The solvent is CCO (EtOH). The product is NC1=CC=C(C=C1)C=CC1=CC=C(C=C1)C=1SC2=C(N1)C=CC(=C2)OC (2-{4-[2-(4-Aminophenyl)-vinyl]-phenyl}-6-methoxybenzothiazole). Yield: 39.9%. RXN SMILES: [N+:1]([C:4]1[CH:9]=[CH:8][C:7]([CH:10]=[CH:11][C:12]2[CH:17]=[CH:16][C:15]([C:18]3[S:19][C:20]4[CH:26]=[C:25]([O:27][CH3:28])[CH:24]=[CH:23][C:21]=4[N:22]=3)=[CH:14][CH:13]=2)=[CH:6][CH:5]=1)([O-])=O.O.O.[Sn](Cl)Cl.CCCCCC.CCOC(C)=O>CCO>[NH2:1][C:4]1[CH:5]=[CH:6][C:7]([CH:10]=[CH:11][C:12]2[CH:13]=[CH:14][C:15]([C:18]3[S:19][C:20]4[CH:26]=[C:25]([O:27][CH3:28])[CH:24]=[CH:23][C:21]=4[N:22]=3)=[CH:16][CH:17]=2)=[CH:8][CH:9]=1 |f:1.2.3,4.5|. Procedure details: Prepared as described in the Nitro Reduction section using 2-{4-[2-(4-nitrophenyl)-vinyl]-phenyl}-6-methoxybenzothiazole (0.10 g, 0.28 mmol) and tin (II) chloride dihydrate (0.5 g, 2.23 mmol) in EtOH (7 ml) to give the title compound (0.04 g, 43%) as a yellow solid after work-up and flash chromatography (2:1 Hexane/EtOAc). Reactants: FC1=CC=C(C=C1)C1CCC(N1S(=O)(=O)C1=CC=C(C=C1)C)CC(=N)NO ((2RS,5SR)-2-[5-(4-fluoro-phenyl)-1-(toluene-4-sulfonyl)-pyrrolidin-2-yl]-N-hydroxy-acetamidine), C1(CC1)C(=O)O (cyclopropyl-carboxylic acid). The product is C1(CC1)C1=NC(=NO1)CC1N(C(CC1)C1=CC=C(C=C1)F)S(=O)(=O)C1=CC=C(C=C1)C ((2RS,5SR)-5-Cyclopropyl-3-[5-(4-fluoro-phenyl)-1-(toluene-4-sulfonyl)-pyrrolidin-2-yl-methyl]-[1,2,4]oxadiazole). As a reaction SMILES: [F:1][C:2]1[CH:7]=[CH:6][C:5]([CH:8]2[N:12]([S:13]([C:16]3[CH:21]=[CH:20][C:19]([CH3:22])=[CH:18][CH:17]=3)(=[O:15])=[O:14])[CH:11]([CH2:23][C:24]([NH:26][OH:27])=[NH:25])[CH2:10][CH2:9]2)=[CH:4][CH:3]=1.[CH:28]1([C:31](O)=O)[CH2:30][CH2:29]1>>[CH:28]1([C:31]2[O:27][N:26]=[C:24]([CH2:23][CH:11]3[CH2:10][CH2:9][CH:8]([C:5]4[CH:6]=[CH:7][C:2]([F:1])=[CH:3][CH:4]=4)[N:12]3[S:13]([C:16]3[CH:21]=[CH:20][C:19]([CH3:22])=[CH:18][CH:17]=3)(=[O:14])=[O:15])[N:25]=2)[CH2:30][CH2:29]1. Reported procedure: The title compound, pale yellow oil, MS: m/e=442.3 (M+H+) was prepared in accordance with the general method of example 13 from (2RS,5SR)-2-[5-(4-fluoro-phenyl)-1-(toluene-4-sulfonyl)-pyrrolidin-2-yl]-N-hydroxy-acetamidine and cyclopropyl-carboxylic acid. Reactants: C[C@@H]1CN(C[C@@H](N1)C)CC1=CC=2N=C(N=C(C2S1)N1CCOCC1)C1=C2C=CNC2=CC(=C1)F (6-(cis-3,5-dimethyl-piperazin-1-ylmethyl)-2-(6-fluoro-1H-indol-4-yl)-4-morpholin-4-yl-thieno[3,2-d]pyrimidine), N1(CCCC1)C1CCNCC1 (4-pyrrolidin-1-yl-piperidine). The product is FC1=CC(=C2C=CNC2=C1)C=1N=C(C2=C(N1)C=C(S2)CN2CCC(CC2)N2CCCC2)N2CCOCC2 (2-(6-Fluoro-1H-indol-4-yl)-4-morpholin-4-yl-6-(4-pyrrolidin-1-yl-piperidin-1-ylmethyl)-thieno[3,2-d]pyrimidine), solid. Yield: 48.0%. Reaction SMILES: C[C@H]1N[C@@H](C)[CH2:5][N:4]([CH2:9][C:10]2[S:18][C:17]3[C:16]([N:19]4[CH2:24][CH2:23][O:22][CH2:21][CH2:20]4)=[N:15][C:14]([C:25]4[CH:33]=[C:32]([F:34])[CH:31]=[C:30]5[C:26]=4[CH:27]=[CH:28][NH:29]5)=[N:13][C:12]=3[CH:11]=2)[CH2:3]1.[N:35]1([CH:40]2[CH2:45]CNC[CH2:41]2)[CH2:39][CH2:38][CH2:37][CH2:36]1>>[F:34][C:32]1[CH:31]=[C:30]2[C:26]([CH:27]=[CH:28][NH:29]2)=[C:25]([C:14]2[N:15]=[C:16]([N:19]3[CH2:24][CH2:23][O:22][CH2:21][CH2:20]3)[C:17]3[S:18][C:10]([CH2:9][N:4]4[CH2:3][CH2:45][CH:40]([N:35]5[CH2:39][CH2:38][CH2:37][CH2:36]5)[CH2:41][CH2:5]4)=[CH:11][C:12]=3[N:13]=2)[CH:33]=1. Procedure details: Prepared according to the method used in the preparation of 6-(cis-3,5-dimethyl-piperazin-1-ylmethyl)-2-(6-fluoro-1H-indol-4-yl)-4-morpholin-4-yl-thieno[3,2-d]pyrimidine, using 4-pyrrolidin-1-yl-piperidine in place of 2,6-dimethyl-piperazine. The title compound was obtained as a white solid (31.5 mg, 48%). Reported procedure: 5-(2-Benzyl-2H-indazol-6-yl)-7-piperidin-3-yl-pyrrolo[2,1-f][1,2,4]triazin-4-ylamine (63 mg, 0.15 mmol) was dissolved in 1 mL of acetonitrile and 0.5 ml. DMF and treated with 2-bromoethyl isocyante (0.013 mL, 0.16 mmol) and the mixture was stirred 3 h. The reaction was quenched by the addition of −0.2 mL water. This mixture was directly injected on to a preparative HPLC. The product containing fractions were collected, and the TFA from the eluate was removed via filtration through an acidic resi... Starting materials: C(C1=CC=CC=C1)N1N=C2C=C(C=CC2=C1)C=1C=C(N2N=CN=C(C21)N)C2CNCCC2 (5-(2-Benzyl-2H-indazol-6-yl)-7-piperidin-3-yl-pyrrolo[2,1-f][1,2,4]triazin-4-ylamine), C(C)#N (acetonitrile), CN(C)C=O (DMF). Product: C(C1=CC=CC=C1)N1N=C2C=C(C=CC2=C1)C=1C=C(N2N=CN=C(C21)N)C2CN(CCC2)C=2OCCN2 (5-(2-Benzyl-2H-indazol-6-yl)-7-[1-(4,5-dihydro-oxazol-2-yl)-piperidin-3-yl]-pyrrolo[2,1-f][1,2,4]triazin-4-ylamine). Conditions: time 3 hour. Reaction SMILES: [CH2:1]([N:8]1[CH:16]=[C:15]2[C:10]([CH:11]=[C:12]([C:17]3[CH:18]=[C:19]([CH:27]4[CH2:32][CH2:31][CH2:30][NH:29][CH2:28]4)[N:20]4[C:25]=3[C:24]([NH2:26])=[N:23][CH:22]=[N:21]4)[CH:13]=[CH:14]2)=[N:9]1)[C:2]1[CH:7]=[CH:6][CH:5]=[CH:4][CH:3]=1.[CH3:33][N:34]([CH:36]=[O:37])C.[C:38](#N)C>>[CH2:1]([N:8]1[CH:16]=[C:15]2[C:10]([CH:11]=[C:12]([C:17]3[CH:18]=[C:19]([CH:27]4[CH2:32][CH2:31][CH2:30][N:29]([C:36]5[O:37][CH2:38][CH2:33][N:34]=5)[CH2:28]4)[N:20]4[C:25]=3[C:24]([NH2:26])=[N:23][CH:22]=[N:21]4)[CH:13]=[CH:14]2)=[N:9]1)[C:2]1[CH:3]=[CH:4][CH:5]=[CH:6][CH:7]=1. Reactants: [BH4-], CCOCCOC(=O)C1=C(C)NC(C=O)=C(C(=O)OCC)C1c1cccc([N+](=O)[O-])c1, CCCCCC, CCO, Cl, [Na+]. The product is CCOCCOC(=O)C1=C(C)NC(CO)=C(C(=O)OCC)C1c1cccc([N+](=O)[O-])c1. As a reaction SMILES: [BH4-:32].[CH3:1][C:2]1=[C:7]([C:8](=[O:9])[O:10][CH2:11][CH2:12][O:13][CH2:14][CH3:15])[CH:6]([c:16]2[cH:17][c:18]([N+:22](=[O:23])[O-:24])[cH:19][cH:20][cH:21]2)[C:5]([C:25](=[O:26])[O:27][CH2:28][CH3:29])=[C:4]([CH:30]=[O:31])[NH:3]1.[CH3:35][CH2:36][CH2:37][CH2:38][CH2:39][CH3:40].[CH3:41][CH2:42][OH:43].[ClH:34].[Na+:33]>>[CH3:1][C:2]1=[C:7]([C:8](=[O:9])[O:10][CH2:11][CH2:12][O:13][CH2:14][CH3:15])[CH:6]([c:16]2[cH:17][c:18]([N+:22](=[O:23])[O-:24])[cH:19][cH:20][cH:21]2)[C:5]([C:25](=[O:26])[O:27][CH2:28][CH3:29])=[C:4]([CH2:30][OH:31])[NH:3]1. Reactants: CCCC[Sn](CCCC)(CCCC)c1nccs1, C1CCOC1, CC(C)OC(=O)N1CCC(Oc2cccc3c2CCN3c2ccc(I)cc2)CC1. The product is CC(C)OC(=O)N1CCC(Oc2cccc3c2CCN3c2ccc(-c3nccs3)cc2)CC1. Reaction SMILES: [CH2:30]([Sn:31]([CH2:32][CH2:33][CH2:34][CH3:40])([c:35]1[s:36][cH:37][cH:38][n:39]1)[CH2:41][CH2:42][CH2:43][CH3:44])[CH2:45][CH2:46][CH3:47].[CH2:48]1[O:49][CH2:50][CH2:51][CH2:52]1.[I:1][c:2]1[cH:3][cH:4][c:5]([N:8]2[CH2:9][CH2:10][c:11]3[c:12]([O:17][CH:18]4[CH2:19][CH2:20][N:21]([C:24](=[O:25])[O:26][CH:27]([CH3:28])[CH3:29])[CH2:22][CH2:23]4)[cH:13][cH:14][cH:15][c:16]32)[cH:6][cH:7]1>>[c:2]1(-[c:35]2[s:36][cH:37][cH:38][n:39]2)[cH:3][cH:4][c:5]([N:8]2[CH2:9][CH2:10][c:11]3[c:12]([O:17][CH:18]4[CH2:19][CH2:20][N:21]([C:24](=[O:25])[O:26][CH:27]([CH3:28])[CH3:29])[CH2:22][CH2:23]4)[cH:13][cH:14][cH:15][c:16]32)[cH:6][cH:7]1. Reactants: NCCCCN1C=NC=2C(=NC=3C=CC=CC3C21)N (1-(4-aminobutyl)-1H-imidazo[4,5-c]quinolin-4-amine), C(#N)C1=CC=C(C=N1)C(=O)Cl (6-cyanopyridine-3-carbonyl chloride). As a reaction SMILES: [NH2:1][CH2:2][CH2:3][CH2:4][CH2:5][N:6]1[C:18]2[C:17]3[CH:16]=[CH:15][CH:14]=[CH:13][C:12]=3[N:11]=[C:10]([NH2:19])[C:9]=2[N:8]=[CH:7]1.[C:20]([C:22]1[N:27]=[CH:26][C:25]([C:28](Cl)=[O:29])=[CH:24][CH:23]=1)#[N:21]>>[NH2:19][C:10]1[C:9]2[N:8]=[CH:7][N:6]([CH2:5][CH2:4][CH2:3][CH2:2][NH:1][C:28](=[O:29])[C:25]3[CH:24]=[CH:23][C:22]([C:20]#[N:21])=[N:27][CH:26]=3)[C:18]=2[C:17]2[CH:16]=[CH:15][CH:14]=[CH:13][C:12]=2[N:11]=1. The product is NC1=NC=2C=CC=CC2C2=C1N=CN2CCCCNC(C2=CN=C(C=C2)C#N)=O (N3-[4-(4-amino-1H-imidazo[4,5-c]quinolin-1-yl)butyl]-6-cyanonicotinamide). Reported procedure: According to the general method of Example 14, 1-(4-aminobutyl)-1H-imidazo[4,5-c]quinolin-4-amine and 6-cyanopyridine-3-carbonyl chloride were combined to provide N3-[4-(4-amino-1H-imidazo[4,5-c]quinolin-1-yl)butyl]-6-cyanonicotinamide as an off white powder, m.p. 125.0-129.0° C. 1H NMR (300 MHz, DMSO-d6) δ 9.05 (dd, J=2.1, 0.8 Hz, 1H), 8.88 (t, J=5.6 Hz, 1H), 8.31 (dd, J=8.1, 2.1 Hz, 1H), 8.21 (s, 1H), 8.14 (dd, J=8.1, 0.8 Hz, 1H), 8.03 (m, 1H), 7.62 (dd, J=8.3, 1.1 Hz, 1H), 7.42 (m, 1H), 7.20 ... Starting materials: OBO, CC(=O)[O-], CC(=O)[O-], CC1CN(Cc2ccc(NS(=O)(=O)c3ccc(Cl)nc3)cc2)CCN1C(=O)OC(C)(C)C, Fc1ccccc1, [K+], [K+], O=C([O-])[O-], [Pd+2], c1ccc(P(c2ccccc2)c2ccccc2)cc1. Product: CC1CN(Cc2ccc(NS(=O)(=O)c3ccc(-c4ccc(F)cc4)nc3)cc2)CCN1C(=O)OC(C)(C)C. Reaction SMILES: [BH:33]([OH:34])[OH:35].[C:68]([O-:69])(=[O:70])[CH3:71].[C:73]([O-:74])(=[O:75])[CH3:76].[Cl:1][c:2]1[cH:3][cH:4][c:5]([S:8](=[O:9])(=[O:10])[NH:11][c:12]2[cH:13][cH:14][c:15]([CH2:18][N:19]3[CH2:20][CH:21]([CH3:32])[N:22]([C:25](=[O:26])[O:27][C:28]([CH3:29])([CH3:30])[CH3:31])[CH2:23][CH2:24]3)[cH:16][cH:17]2)[cH:6][n:7]1.[F:36][c:37]1[cH:38][cH:39][cH:40][cH:41][cH:42]1.[K+:62].[K+:63].[O-:64][C:65]([O-:66])=[O:67].[Pd+2:72].[c:43]1([P:44]([c:45]2[cH:46][cH:47][cH:48][cH:49][cH:50]2)[c:51]2[cH:52][cH:53][cH:54][cH:55][cH:56]2)[cH:57][cH:58][cH:59][cH:60][cH:61]1>>[c:2]1(-[c:40]2[cH:39][cH:38][c:37]([F:36])[cH:42][cH:41]2)[cH:3][cH:4][c:5]([S:8](=[O:9])(=[O:10])[NH:11][c:12]2[cH:13][cH:14][c:15]([CH2:18][N:19]3[CH2:20][CH:21]([CH3:32])[N:22]([C:25](=[O:26])[O:27][C:28]([CH3:29])([CH3:30])[CH3:31])[CH2:23][CH2:24]3)[cH:16][cH:17]2)[cH:6][n:7]1.